This data is from the Open Reaction Database (ORD), a public repository of structured organic reaction records. The task is: describe an organic reaction: reactants, conditions, products, and yield Starting materials: C(C)(=O)C1=C(C(=C(OCCCOC=2C=C(C(=CC2Br)C)NC(C(=O)OC)=O)C=C1)CCC(F)(F)F)O (methyl N-{{3-{3-[4-acetyl-3-hydroxy-2-(3,3,3-trifluoropropyl)-phenoxy]-propoxy}-4-bromo-6-methyl-phenyl}}-oxamate), [OH-].[Na+] (sodium hydroxide). Run in CO (methanol). Product: C(C)(=O)C1=C(C(=C(OCCCOC=2C=C(C(=CC2Br)C)NC(C(=O)O)=O)C=C1)CCC(F)(F)F)O (N-{{3-{3-[4-Acetyl-3-hydroxy-2-(3,3,3-trifluoropropyl)-phenoxy]-propoxy}-4-bromo-6-methyl-phenyl}}-oxamic acid). RXN SMILES: [C:1]([C:4]1[CH:29]=[CH:28][C:7]([O:8][CH2:9][CH2:10][CH2:11][O:12][C:13]2[CH:14]=[C:15]([NH:21][C:22](=[O:27])[C:23]([O:25]C)=[O:24])[C:16]([CH3:20])=[CH:17][C:18]=2[Br:19])=[C:6]([CH2:30][CH2:31][C:32]([F:35])([F:34])[F:33])[C:5]=1[OH:36])(=[O:3])[CH3:2].[OH-].[Na+]>CO>[C:1]([C:4]1[CH:29]=[CH:28][C:7]([O:8][CH2:9][CH2:10][CH2:11][O:12][C:13]2[CH:14]=[C:15]([NH:21][C:22](=[O:27])[C:23]([OH:25])=[O:24])[C:16]([CH3:20])=[CH:17][C:18]=2[Br:19])=[C:6]([CH2:30][CH2:31][C:32]([F:33])([F:34])[F:35])[C:5]=1[OH:36])(=[O:3])[CH3:2] |f:1.2|. Procedure details: A suspension of 1.75 g (3 mmol) of methyl N-{{3-{3-[4-acetyl-3-hydroxy-2-(3,3,3-trifluoropropyl)-phenoxy]-propoxy}-4-bromo-6-methyl-phenyl}}-oxamate (Example 2) in 30 ml of methanol and 3.2 ml of N sodium hydroxide solution is refluxed for 60 minutes. the reaction mixture is concentrated under reduced pressure, the residue is dissolved in acetone and dilute sodium hydroxide solution and the solution is acidified with dilute hydrochloric acid. The product which has precipitated is filtered off an...